Dataset: the Open Reaction Database (ORD), a public repository of structured organic reaction records. Task: describe an organic reaction: reactants, conditions, products, and yield Reactants: NC1=C(N=NC2=C(C=CC=C12)Br)C(=O)NCCC (4-amino-8-bromo-N-propyl-cinnoline-3-carboxamide), ClC1=C(C=C(C=C1)Cl)B(O)O (2,5-dichloro-phenylboronic acid). Yields the product NC1=C(N=NC2=C(C=CC=C12)C1=C(C=CC(=C1)Cl)Cl)C(=O)NCCC (4-amino-8-(2,5-dichlorophenyl)-N-propyl-cinnoline-3-carboxamide). Isolated yield 46.7%. RXN SMILES: [NH2:1][C:2]1[C:11]2[C:6](=[C:7](Br)[CH:8]=[CH:9][CH:10]=2)[N:5]=[N:4][C:3]=1[C:13]([NH:15][CH2:16][CH2:17][CH3:18])=[O:14].[Cl:19][C:20]1[CH:25]=[CH:24][C:23]([Cl:26])=[CH:22][C:21]=1B(O)O>>[NH2:1][C:2]1[C:11]2[C:6](=[C:7]([C:24]3[CH:25]=[C:20]([Cl:19])[CH:21]=[CH:22][C:23]=3[Cl:26])[CH:8]=[CH:9][CH:10]=2)[N:5]=[N:4][C:3]=1[C:13]([NH:15][CH2:16][CH2:17][CH3:18])=[O:14]. Reported procedure: Using method A, 4-amino-8-bromo-N-propyl-cinnoline-3-carboxamide (150 mg, 0.485 mmol) and 2,5-dichloro-phenylboronic acid (190 mg, 1.00 mmol) were reacted to afford the title compound (85 mg, 47% yield) as a white solid. 1H NMR (300 MHz, CDCl3) δ 8.52 (br, 1H), 7.99-7.91 (m, 1H), 7.78-7.67 (m, 2H), 7.48-7.31 (m, 3H), 3.45 (apparent quartet, J=7.0 Hz, 2H), 1.65 (apparent sextet, J=7.0 Hz, 2H), 1.00 (t, J=7.0 Hz, 3H). MS APCI, m/z=375 (M+H). HPLC 2.24 min. The reactants are C(Cl)Cl (DCM), C(#N)C=1C=C(C=C(C1OC1=CC(=C(C=C1)C#N)F)F)S(=O)(=O)Cl (3-cyano-4-(4-cyano-3-fluorophenoxy)-5-fluorobenzene-1-sulfonyl chloride), FC=1C=CC(=NC1)N (5-fluoro-2-aminopyridine), C(Cl)Cl (DCM), N1=CC=CC=C1 (pyridine). Solvent: O (water). Conditions: time 18 hour. Yields the product ClC=1C=C(OC2=C(C=C(C=C2F)S(=O)(=O)NC2=NC=C(C=C2)F)C#N)C=CC1C#N (4-(3-chloro-4-cyanophenoxy)-3-cyano-5-fluoro-N-(5-fluoropyridin-2-yl)benzenesulfonamide). Yield: 31.0%. RXN SMILES: [C:1]([C:3]1[CH:4]=[C:5]([S:20](Cl)(=[O:22])=[O:21])[CH:6]=[C:7]([F:19])[C:8]=1[O:9][C:10]1[CH:15]=[CH:14][C:13]([C:16]#[N:17])=[C:12](F)[CH:11]=1)#[N:2].[F:24][C:25]1[CH:26]=[CH:27][C:28]([NH2:31])=[N:29][CH:30]=1.N1C=CC=CC=1.C(Cl)[Cl:39]>O>[Cl:39][C:12]1[CH:11]=[C:10]([CH:15]=[CH:14][C:13]=1[C:16]#[N:17])[O:9][C:8]1[C:7]([F:19])=[CH:6][C:5]([S:20]([NH:31][C:28]2[CH:27]=[CH:26][C:25]([F:24])=[CH:30][N:29]=2)(=[O:22])=[O:21])=[CH:4][C:3]=1[C:1]#[N:2]. Reported procedure: To a solution of 3-cyano-4-(4-cyano-3-fluorophenoxy)-5-fluorobenzene-1-sulfonyl chloride (Preparation 43, 27 mg, 0.153 mmol) in DCM (5 mL) was added 5-fluoro-2-aminopyridine (26 mg, 0.230 mmol) followed by pyridine (36 mg, 0.459 mmol, 0.037 mL) and the reaction was stirred at room temperature for 18 hours. The reaction was diluted with DCM (20 mL) and water (30 mL). The organic layer was separated and the aqueous re-extracted with DCM (2×30 mL). The combined organic layers were dried over sodium... The reactants are C(C1=CC=CC=C1)N (benzylamine), Formula 104, Formula 105, C1=CC=CC=2C3=CC=CC=C3C(C12)COC(NC(CCNC(=O)OC(C)(C)C)C(NC1=C(C=CC(=C1)Cl)C(NCC1=CC=CC=C1)=O)=O)=O ([1-(2-benzylcarbamoyl-5-chloro-phenyl-carbamoyl)-3-tert-butoxycarbonylamino-propyl]-carbamic acid 9H-fluoren-9-ylmethyl ester), [1-(3-benzyl-7-chloro-4-oxo-c,4–3,4-dihydro-quinazolin-2-yl)-3-tert-butoxycarbonyl-amino-propyl]-carbamic acid 9H-fluoren-9-ylmethyl ester, Formula 103, CN1CCOCC1 (N-methylmorpholine), CN1CCOCC1 (N-methylmorpholine), ClC(=O)OCC(C)C (isobutyl chloroformate), O.[OH-].[Li+] (lithium hydroxide monohydrate). The solvent is O (water), O1CCOCC1.C(CO)O (1,4-dioxane ethylene glycol). Run at temperature 0 celsius, time 2 hour. Product: Formula 106, C(C)(C)(C)OC(NCCC(C1=NC2=CC(=CC=C2C(N1CC1=CC=CC=C1)=O)Cl)N)=O ([3-amino-3-(3-benzyl-7-chloro-4-oxo-3,4-dihydro-quinazolin-2-yl)-propyl]-carbamic acid tert-butyl ester). The yield is 70.0%. As a reaction SMILES: CN1CCOCC1.ClC(OCC(C)C)=O.C(N)C1C=CC=CC=1.C1C2C(COC(=O)[NH:40][CH:41]([C:52](=O)[NH:53][C:54]3[CH:59]=[C:58]([Cl:60])[CH:57]=[CH:56][C:55]=3[C:61](=[O:70])[NH:62][CH2:63][C:64]3[CH:69]=[CH:68][CH:67]=[CH:66][CH:65]=3)[CH2:42][CH2:43][NH:44][C:45]([O:47][C:48]([CH3:51])([CH3:50])[CH3:49])=[O:46])C3C(=CC=CC=3)C=2C=CC=1.O.[OH-].[Li+]>O1CCOCC1.C(O)CO.O>[C:48]([O:47][C:45](=[O:46])[NH:44][CH2:43][CH2:42][CH:41]([NH2:40])[C:52]1[N:62]([CH2:63][C:64]2[CH:69]=[CH:68][CH:67]=[CH:66][CH:65]=2)[C:61](=[O:70])[C:55]2[C:54](=[CH:59][C:58]([Cl:60])=[CH:57][CH:56]=2)[N:53]=1)([CH3:51])([CH3:50])[CH3:49] |f:4.5.6,7.8|. Procedure: Formula 106 where R1, R2, R4, R6, R7, R8 and R9 are H; R3 is Chloro; and R5 is Benzyl: To a solution of Formula 101, 4-tert-butoxycarbonylamino-2-(9H-fluoren-9-ylmethoxycarbonylamino)-butyric acid (1.00 g, 2.27 mmol) in 20 mL of anhydrous THF was added anhydrous N-methylmorpholine (274 μL, 2.50 mmol). After the mixture was stirred in an ice-bath for 1 minute, isobutyl chloroformate (324 μL, 2.50 mmol) was added dropwise over 15 minutes at 0° C. The mixture was stirred in the ice-bath for 1 hour,...